Dataset: the Open Reaction Database (ORD), a public repository of structured organic reaction records. Task: describe an organic reaction: reactants, conditions, products, and yield Reaction SMILES: [OH:1][C:2]1[CH:3]=[C:4]([C:8]23[CH2:16][CH2:15][CH2:14][CH:13]2[CH2:12][NH:11][CH2:10][CH2:9]3)[CH:5]=[CH:6][CH:7]=1.C(=O)(O)[O-].[Na+].[O:22]1[CH2:26][CH2:25][CH2:24][CH:23]1[CH2:27]Br>CN(C)C=O>[OH:1][C:2]1[CH:3]=[C:4]([C:8]23[CH2:16][CH2:15][CH2:14][CH:13]2[CH2:12][N:11]([CH2:27][CH:23]2[CH2:24][CH2:25][CH2:26][O:22]2)[CH2:10][CH2:9]3)[CH:5]=[CH:6][CH:7]=1 |f:1.2|. The product is OC=1C=C(C=CC1)C12CCN(CC2CCC1)CC1OCCC1 (4a-(3-hydroxyphenyl)-2-(2-tetrahydrofurylmethyl)-2,3,4,4a,5,6,7,7a-octahydro-1H-2-pyrindine). Procedure: A solution of 1.5 g. of 4a-(3-hydroxyphenyl)-2,3,4,4a,5,6,7,7a-octahydro-1H-2-pyrindine in 15 ml. of N,N-dimethylformamide containing 1.0 g. of sodium bicarbonate and 0.95 g. of 2-tetrahydrofurylmethyl bromide was heated at reflux for four hours. After cooling the reaction mixture to about 25° C., the mixture was extracted several times with diethyl ether. The ethereal extracts were combined, washed with water, and dried. Removal of the solvent by evaporation under reduced pressure provided 4a-(... The reactants are OC=1C=C(C=CC1)C12CCNCC2CCC1 (4a-(3-hydroxyphenyl)-2,3,4,4a,5,6,7,7a-octahydro-1H-2-pyrindine), C([O-])(O)=O.[Na+] (sodium bicarbonate), O1C(CCC1)CBr (2-tetrahydrofurylmethyl bromide). Solvent: CN(C=O)C (N,N-dimethylformamide). Conditions: temperature 25 celsius. Product: Cc1cccc(C2=CC(=O)NC(O)C2c2ccncc2)c1. The reactants are CC(=O)OC1NC(=O)C=C(c2cccc(C)c2)C1c1ccncc1, C1CCOC1, [Li+], [OH-], O. Reaction SMILES: [C:1](=[O:2])([CH3:3])[O:4][CH:5]1[CH:6]([c:19]2[cH:20][cH:21][n:22][cH:23][cH:24]2)[C:7]([c:12]2[cH:13][c:14]([CH3:18])[cH:15][cH:16][cH:17]2)=[CH:8][C:9](=[O:11])[NH:10]1.[CH2:27]1[O:28][CH2:29][CH2:30][CH2:31]1.[Li+:26].[OH-:25].[OH2:32]>>[OH:4][CH:5]1[CH:6]([c:19]2[cH:20][cH:21][n:22][cH:23][cH:24]2)[C:7]([c:12]2[cH:13][c:14]([CH3:18])[cH:15][cH:16][cH:17]2)=[CH:8][C:9](=[O:11])[NH:10]1. The reactants are Fc1cc(Br)c(I)c(Br)c1, Cc1ccccc1, CC(C)[Mg+], [Cl-], CN(C)C=O. The product is O=Cc1c(Br)cc(F)cc1Br. RXN SMILES: [Br:1][c:2]1[c:3]([I:10])[c:4]([Br:9])[cH:5][c:6]([F:8])[cH:7]1.[CH3:21][c:22]1[cH:23][cH:24][cH:25][cH:26][cH:27]1.[CH:12]([Mg+:13])([CH3:14])[CH3:15].[Cl-:11].[O:16]=[CH:17][N:18]([CH3:19])[CH3:20]>>[Br:1][c:2]1[c:3]([CH:17]=[O:16])[c:4]([Br:9])[cH:5][c:6]([F:8])[cH:7]1.